The task is: describe an organic reaction: reactants, conditions, products, and yield. This data is from the Open Reaction Database (ORD), a public repository of structured organic reaction records. The reactants are [Al+3], C1CCOC1, CCOC(C)=O, [Cl-], COC(=O)c1ccc(-c2ccc(OC)cc2)cc1F, [H-], [H-], [H-], [H-], [Li+], [NH4+]. Yields the product COc1ccc(-c2ccc(CO)c(F)c2)cc1. As a reaction SMILES: [Al+3:21].[CH2:28]1[O:29][CH2:30][CH2:31][CH2:32]1.[CH3:33][CH2:34][O:35][C:36](=[O:37])[CH3:38].[Cl-:26].[F:1][c:2]1[cH:3][c:4](-[c:12]2[cH:13][cH:14][c:15]([O:18][CH3:19])[cH:16][cH:17]2)[cH:5][cH:6][c:7]1[C:8](=[O:9])[O:10][CH3:11].[H-:20].[H-:23].[H-:24].[H-:25].[Li+:22].[NH4+:27]>>[F:1][c:2]1[cH:3][c:4](-[c:12]2[cH:13][cH:14][c:15]([O:18][CH3:19])[cH:16][cH:17]2)[cH:5][cH:6][c:7]1[CH2:8][OH:9]. Reactants: C1CCNC1, C1CCOC1, Cc1cc(-c2ccc(C(F)(F)F)cc2)cc(-c2cccc(-c3cccc(S(=O)(=O)Cl)c3)n2)n1, CCOC(C)=O. The product is Cc1cc(-c2ccc(C(F)(F)F)cc2)cc(-c2cccc(-c3cccc(S(=O)(=O)N4CCCC4)c3)n2)n1. Reaction SMILES: [CH2:34]1[CH2:35][CH2:36][NH:37][CH2:38]1.[CH2:39]1[O:40][CH2:41][CH2:42][CH2:43]1.[CH3:1][c:2]1[cH:3][c:4](-[c:24]2[cH:25][cH:26][c:27]([C:30]([F:31])([F:32])[F:33])[cH:28][cH:29]2)[cH:5][c:6](-[c:8]2[n:9][c:10](-[c:14]3[cH:15][c:16]([S:20](=[O:21])(=[O:22])[Cl:23])[cH:17][cH:18][cH:19]3)[cH:11][cH:12][cH:13]2)[n:7]1.[CH3:44][CH2:45][O:46][C:47]([CH3:48])=[O:49]>>[CH3:1][c:2]1[cH:3][c:4](-[c:24]2[cH:25][cH:26][c:27]([C:30]([F:31])([F:32])[F:33])[cH:28][cH:29]2)[cH:5][c:6](-[c:8]2[n:9][c:10](-[c:14]3[cH:15][c:16]([S:20](=[O:21])(=[O:22])[N:37]4[CH2:36][CH2:35][CH2:34][CH2:38]4)[cH:17][cH:18][cH:19]3)[cH:11][cH:12][cH:13]2)[n:7]1. The reactants are C(CCC)N1CC(N(CC1)C1=CC(=C(C=C1)OC)OC)C#N (4-butyl-1-(3,4-dimethoxyphenyl)-2-piperazinecarbonitrile), [H-].[Al+3].[Li+].[H-].[H-].[H-] (lithium aluminum hydride). Yields the product C(CCC)N1CC(N(CC1)C1=CC(=C(C=C1)OC)OC)CN (4-Butyl-1-(3,4-dimethoxyphenyl)-2-piperazinemethanamine). Reaction SMILES: [CH2:1]([N:5]1[CH2:10][CH2:9][N:8]([C:11]2[CH:16]=[CH:15][C:14]([O:17][CH3:18])=[C:13]([O:19][CH3:20])[CH:12]=2)[CH:7]([C:21]#[N:22])[CH2:6]1)[CH2:2][CH2:3][CH3:4].[H-].[Al+3].[Li+].[H-].[H-].[H-]>>[CH2:1]([N:5]1[CH2:10][CH2:9][N:8]([C:11]2[CH:16]=[CH:15][C:14]([O:17][CH3:18])=[C:13]([O:19][CH3:20])[CH:12]=2)[CH:7]([CH2:21][NH2:22])[CH2:6]1)[CH2:2][CH2:3][CH3:4] |f:1.2.3.4.5.6|. Reported procedure: In a manner similar to preparation 2, react 4-butyl-1-(3,4-dimethoxyphenyl)-2-piperazinecarbonitrile with lithium aluminum hydride to obtain the title compound.